From a dataset of the Open Reaction Database (ORD), a public repository of structured organic reaction records. describe an organic reaction: reactants, conditions, products, and yield Starting materials: Clc1cc(N2CCNCC2)ccc1OCc1ccccc1, O=C(O)C(F)(F)F. Yields the product Oc1ccc(N2CCNCC2)cc1Cl. RXN SMILES: [CH2:1]([c:2]1[cH:3][cH:4][cH:5][cH:6][cH:7]1)[O:8][c:9]1[c:10]([Cl:21])[cH:11][c:12]([N:15]2[CH2:16][CH2:17][NH:18][CH2:19][CH2:20]2)[cH:13][cH:14]1.[OH:22][C:23]([C:24]([F:25])([F:26])[F:27])=[O:28]>>[OH:8][c:9]1[c:10]([Cl:21])[cH:11][c:12]([N:15]2[CH2:16][CH2:17][NH:18][CH2:19][CH2:20]2)[cH:13][cH:14]1. Reactants: Cc1ncc(C(=O)NCc2ccc(F)cc2)c(O)c1Br, CO, C[O-], CN(C)C=O, [Cu]I, [Na+]. Product: COc1c(C)ncc(C(=O)NCc2ccc(F)cc2)c1O. Reaction SMILES: [Br:1][c:2]1[c:3]([CH3:20])[n:4][cH:5][c:6]([C:7](=[O:8])[NH:9][CH2:10][c:11]2[cH:12][cH:13][c:14]([F:17])[cH:15][cH:16]2)[c:18]1[OH:19].[CH3:21][OH:22].[CH3:23][O-:24].[CH3:26][N:27]([CH3:28])[CH:29]=[O:30].[Cu:31][I:32].[Na+:25]>>[c:2]1([O:22][CH3:21])[c:3]([CH3:20])[n:4][cH:5][c:6]([C:7](=[O:8])[NH:9][CH2:10][c:11]2[cH:12][cH:13][c:14]([F:17])[cH:15][cH:16]2)[c:18]1[OH:19].